Dataset: the Open Reaction Database (ORD), a public repository of structured organic reaction records. Task: describe an organic reaction: reactants, conditions, products, and yield Starting materials: O=C(OC(C)(C)C)NC=1C=CC=C(Cl)C1. The reagents and catalysts are O1BOC(C)(C)C1(C)C, N=1C=CC(=CC1C=2N=CC=C(C2)C(C)(C)C)C(C)(C)C, O1B(OC(C)(C)C1(C)C)B2OC(C)(C)C(O2)(C)C, C[OH2+].C[OH2+].C1CC=CCCC=C1.C1CC=CCCC=C1.[Ir].[Ir]. The solvent is O(C)C(C)(C)C. Conditions: temperature 50 celsius, time 20 hour. Yields the product O=C(OC(C)(C)C)NC1=CC(Cl)=CC=C1B2OC(C)(C)C(O2)(C)C, O=C(OC(C)(C)C)NC1=CC(Cl)=CC(=C1)B2OC(C)(C)C(O2)(C)C. Yield: 25.0%. Reactants: [BH4-], CN, C[O-], CO, CC(C)O, Cl, [Na+], [Na+], [Na+], [OH-], O=C1CCN(Cc2ccccc2)CC1. Reaction SMILES: [BH4-:23].[CH3:16][NH2:17].[CH3:18][O-:19].[CH3:29][OH:30].[CH:25]([OH:26])([CH3:27])[CH3:28].[ClH:15].[Na+:20].[Na+:22].[Na+:24].[OH-:21].[c:1]1([CH2:7][N:8]2[CH2:9][CH2:10][C:11](=[O:14])[CH2:12][CH2:13]2)[cH:2][cH:3][cH:4][cH:5][cH:6]1>>[c:1]1([CH2:7][N:8]2[CH2:9][CH2:10][CH:11]([NH:17][CH3:16])[CH2:12][CH2:13]2)[cH:2][cH:3][cH:4][cH:5][cH:6]1. Product: CNC1CCN(Cc2ccccc2)CC1. The reactants are CCC(CC)NC(=O)c1ccc(Br)c(F)c1, CCNC(=O)C(c1ccccc1)C1CCNCC1, CC(C)(C)[O-], Cc1ccccc1, [Na+], O=C(C=Cc1ccccc1)C=Cc1ccccc1, O=C(C=Cc1ccccc1)C=Cc1ccccc1, O=C(C=Cc1ccccc1)C=Cc1ccccc1, [Pd], [Pd]. The product is CCNC(=O)C(c1ccccc1)C1CCN(c2ccc(C(=O)NC(CC)CC)cc2F)CC1. Reaction SMILES: [Br:19][c:20]1[c:21]([F:34])[cH:22][c:23]([C:24](=[O:25])[NH:26][CH:27]([CH2:28][CH3:29])[CH2:30][CH3:31])[cH:32][cH:33]1.[CH2:1]([CH3:2])[NH:3][C:4]([CH:5]([CH:6]1[CH2:7][CH2:8][NH:9][CH2:10][CH2:11]1)[c:12]1[cH:13][cH:14][cH:15][cH:16][cH:17]1)=[O:18].[CH3:35][C:36]([CH3:37])([O-:38])[CH3:39].[CH3:41][c:42]1[cH:43][cH:44][cH:45][cH:46][cH:47]1.[Na+:40].[O:50]=[C:51]([CH:52]=[CH:53][c:54]1[cH:55][cH:56][cH:57][cH:58][cH:59]1)[CH:60]=[CH:61][c:62]1[cH:63][cH:64][cH:65][cH:66][cH:67]1.[O:68]=[C:69]([CH:70]=[CH:71][c:72]1[cH:73][cH:74][cH:75][cH:76][cH:77]1)[CH:78]=[CH:79][c:80]1[cH:81][cH:82][cH:83][cH:84][cH:85]1.[O:86]=[C:87]([CH:88]=[CH:89][c:90]1[cH:91][cH:92][cH:93][cH:94][cH:95]1)[CH:96]=[CH:97][c:98]1[cH:99][cH:100][cH:101][cH:102][cH:103]1.[Pd:48].[Pd:49]>>[CH2:1]([CH3:2])[NH:3][C:4]([CH:5]([CH:6]1[CH2:7][CH2:8][N:9]([c:20]2[c:21]([F:34])[cH:22][c:23]([C:24](=[O:25])[NH:26][CH:27]([CH2:28][CH3:29])[CH2:30][CH3:31])[cH:32][cH:33]2)[CH2:10][CH2:11]1)[c:12]1[cH:13][cH:14][cH:15][cH:16][cH:17]1)=[O:18]. Reaction SMILES: [C:16]([c:17]1[nH:18][cH:19][cH:20][n:21]1)([c:22]1[nH:23][cH:24][cH:25][n:26]1)=[O:27].[CH2:40]1[O:41][CH2:42][CH2:43][CH2:44]1.[ClH:39].[F:1][C:2]([c:3]1[cH:4][cH:5][c:6]([CH2:9][CH2:10][C:11](=[O:12])[OH:13])[cH:7][cH:8]1)([F:14])[F:15].[H-:32].[N+:28](=[O:29])([O-:30])[CH3:31].[Na+:33].[OH2:45].[cH:34]1[n:35][cH:36][n-:37][cH:38]1>>[F:1][C:2]([c:3]1[cH:4][cH:5][c:6]([CH2:9][CH2:10][C:11](=[O:13])[CH2:31][N+:28](=[O:29])[O-:30])[cH:7][cH:8]1)([F:14])[F:15]. The reactants are O=C(c1ncc[nH]1)c1ncc[nH]1, C1CCOC1, Cl, O=C(O)CCc1ccc(C(F)(F)F)cc1, [H-], C[N+](=O)[O-], [Na+], O, c1c[n-]cn1. The product is O=C(CCc1ccc(C(F)(F)F)cc1)C[N+](=O)[O-]. Procedure: In analogy to the procedure described for example 1, (3-bromo-2-methyl-phenyl)-(4-pyrrolidin-1-yl-piperidin-1-yl)-methanone (intermediate 2) was reacted with 3-trifluoromethyl-phenyl boronic acid to give the title compound as dark brown amorphous solid. MS: 417.3 (MH+). The reactants are BrC=1C(=C(C=CC1)C(=O)N1CCC(CC1)N1CCCC1)C ((3-bromo-2-methyl-phenyl)-(4-pyrrolidin-1-yl-piperidin-1-yl)-methanone), BrC=1C(=C(C=CC1)C(=O)N1CCC(CC1)N1CCCC1)C ((3-bromo-2-methyl-phenyl)-(4-pyrrolidin-1-yl-piperidin-1-yl)-methanone), FC(C=1C=C(C=CC1)B(O)O)(F)F (3-trifluoromethyl-phenyl boronic acid). RXN SMILES: Br[C:2]1[C:3]([CH3:21])=[C:4]([C:8]([N:10]2[CH2:15][CH2:14][CH:13]([N:16]3[CH2:20][CH2:19][CH2:18][CH2:17]3)[CH2:12][CH2:11]2)=[O:9])[CH:5]=[CH:6][CH:7]=1.[F:22][C:23]([F:34])([F:33])[C:24]1[CH:25]=[C:26](B(O)O)[CH:27]=[CH:28][CH:29]=1>>[CH3:21][C:3]1[C:4]([C:8]([N:10]2[CH2:15][CH2:14][CH:13]([N:16]3[CH2:20][CH2:19][CH2:18][CH2:17]3)[CH2:12][CH2:11]2)=[O:9])=[CH:5][CH:6]=[CH:7][C:2]=1[C:28]1[CH:27]=[CH:26][CH:25]=[C:24]([C:23]([F:34])([F:33])[F:22])[CH:29]=1. The product is CC1=C(C=CC=C1C(=O)N1CCC(CC1)N1CCCC1)C1=CC(=CC=C1)C(F)(F)F ((2-Methyl-3′-trifluoromethyl-biphenyl-3-yl)-(4-pyrrolidin-1-yl-piperidin-1-yl)-methanone). Starting materials: C(#N)C=1C=C(C=CC1OC(C)C)C1=NC(=NO1)C1=C2CC[C@H](C2=CC=C1)NCCC(=O)OC ((R)-methyl 3-(4-(5-(3-cyano-4-isopropoxyphenyl)-1,2,4-oxadiazol-3-yl)-2,3-dihydro-1H-inden-1-ylamino)propanoate), [OH-].[Na+] (NaOH), Cl (HCl). Solvent: CCO (EtOH). Conditions: temperature 40 celsius, time 4 hour. The product is C(#N)C=1C=C(C=CC1OC(C)C)C1=NC(=NO1)C1=C2CC[C@H](C2=CC=C1)NCCC(=O)O ((R)-3-((4-(5-(3-cyano-4-isopropoxyphenyl)-1,2,4-oxadiazol-3-yl)-2,3-dihydro-1H-inden-1-yl)amino)propanoic acid). The yield is 42.9%. Reaction SMILES: [C:1]([C:3]1[CH:4]=[C:5]([C:13]2[O:17][N:16]=[C:15]([C:18]3[CH:26]=[CH:25][CH:24]=[C:23]4[C:19]=3[CH2:20][CH2:21][C@H:22]4[NH:27][CH2:28][CH2:29][C:30]([O:32]C)=[O:31])[N:14]=2)[CH:6]=[CH:7][C:8]=1[O:9][CH:10]([CH3:12])[CH3:11])#[N:2].[OH-].[Na+].Cl>CCO>[C:1]([C:3]1[CH:4]=[C:5]([C:13]2[O:17][N:16]=[C:15]([C:18]3[CH:26]=[CH:25][CH:24]=[C:23]4[C:19]=3[CH2:20][CH2:21][C@H:22]4[NH:27][CH2:28][CH2:29][C:30]([OH:32])=[O:31])[N:14]=2)[CH:6]=[CH:7][C:8]=1[O:9][CH:10]([CH3:12])[CH3:11])#[N:2] |f:1.2|. Procedure details: To (R)-methyl 3-(4-(5-(3-cyano-4-isopropoxyphenyl)-1,2,4-oxadiazol-3-yl)-2,3-dihydro-1H-inden-1-ylamino)propanoate (71.0 mg, 0.16 mmol) in EtOH (5 ml) was added aqueous NaOH (1.9 mL, 1M). The solution was stirred at 40° C. for 4 h. The reaction mixture was poured onto ice (10 mL) and neutralized to pH 7 with 1M HCl. The solution was partitioned between DCM and H2O. The organic layer was collected, dried under vacuum, and purified by preparative HPLC to give 29.7 mg (31%) of (R)-3-((4-(5-(3-cyano... Starting materials: CCO, CC(C)(C)COc1ccc(Cl)nc1, NN, O. Yields the product CC(C)(C)COc1ccc(NN)nc1. RXN SMILES: [CH3:17][CH2:18][OH:19].[Cl:1][c:2]1[n:3][cH:4][c:5]([O:8][CH2:9][C:10]([CH3:11])([CH3:12])[CH3:13])[cH:6][cH:7]1.[NH2:15][NH2:16].[OH2:14]>>[c:2]1([NH:15][NH2:16])[n:3][cH:4][c:5]([O:8][CH2:9][C:10]([CH3:11])([CH3:12])[CH3:13])[cH:6][cH:7]1.